This data is from the Open Reaction Database (ORD), a public repository of structured organic reaction records. The task is: describe an organic reaction: reactants, conditions, products, and yield Reactants: CN(C)S(=O)(=O)Cl, CC1CCC(N(C(=O)Nc2ncc(Cl)s2)C2CCNCC2)CC1. The product is CC1CCC(N(C(=O)Nc2ncc(Cl)s2)C2CCN(S(=O)(=O)N(C)C)CC2)CC1. RXN SMILES: [CH3:24][N:25]([S:26](=[O:27])(=[O:28])[Cl:29])[CH3:30].[Cl:1][c:2]1[cH:3][n:4][c:5]([NH:7][C:8]([N:9]([CH:10]2[CH2:11][CH2:12][NH:13][CH2:14][CH2:15]2)[CH:16]2[CH2:17][CH2:18][CH:19]([CH3:22])[CH2:20][CH2:21]2)=[O:23])[s:6]1>>[Cl:1][c:2]1[cH:3][n:4][c:5]([NH:7][C:8]([N:9]([CH:10]2[CH2:11][CH2:12][N:13]([S:26]([N:25]([CH3:24])[CH3:30])(=[O:27])=[O:28])[CH2:14][CH2:15]2)[CH:16]2[CH2:17][CH2:18][CH:19]([CH3:22])[CH2:20][CH2:21]2)=[O:23])[s:6]1. Reactants: C\C(=C/CSC1=NC2=C(N1)C=CC=C2)\CCC=C(C)C (2-[(3,7-dimethyl-2,6(E)-octadienyl)-thio]-1H-1,3-benzimidazole), CC=1C(=NC=C(C1OC)C)CCl (3,5-dimethyl-4-methoxy-2-pyridylmethyl chloride), solution. Solvent: C(Cl)Cl (CH2Cl2), CN(C=O)C (dimethylformamide). Run at time 72 hour. The product is CC=1C(=NC=C(C1OC)C)CN1C(=NC2=C1C=CC=C2)SC\C=C(\CCC=C(C)C)/C (1-(3,5-dimethyl-4-methoxy-2-pyridylmethyl)-2-[(3,7-dimethyl-2,6(E)-octadienyl)thio]-1H-1,3-benzimidazole). Isolated yield 126.3%. As a reaction SMILES: [CH3:1]/[C:2](/[CH2:15][CH2:16][CH:17]=[C:18]([CH3:20])[CH3:19])=[CH:3]\[CH2:4][S:5][C:6]1[NH:10][C:9]2[CH:11]=[CH:12][CH:13]=[CH:14][C:8]=2[N:7]=1.[CH3:21][C:22]1[C:23]([CH2:31]Cl)=[N:24][CH:25]=[C:26]([CH3:30])[C:27]=1[O:28][CH3:29]>CN(C)C=O.C(Cl)Cl>[CH3:21][C:22]1[C:23]([CH2:31][N:10]2[C:9]3[CH:11]=[CH:12][CH:13]=[CH:14][C:8]=3[N:7]=[C:6]2[S:5][CH2:4]/[CH:3]=[C:2](\[CH3:1])/[CH2:15][CH2:16][CH:17]=[C:18]([CH3:20])[CH3:19])=[N:24][CH:25]=[C:26]([CH3:30])[C:27]=1[O:28][CH3:29]. Reported procedure: To a solution of 2-[(3,7-dimethyl-2,6(E)-octadienyl)thio]-1H-1,3-benzimidazole from Example 1 (1.5 g, 5.2 mmol) and 3,5-dimethyl-4-methoxy-2-pyridylmethyl chloride (0.465 g, 5 2 mmol) in dimethylformamide (7 mL) at 0° C. under nitrogen was added dropwise triton-B (5 mL of a 40% solution). The solution was stirred at ambient temperature for 72 hours, then at 50° C. for 48 hours. Evaporation of the solvent gave a residue which was dissolved in CH2Cl2, washed with water and dried over Na2SO4. Evapo... The reactants are [Li+].[Cl-] (LiCl), C(=O)(OCC)C=1C=C(C=CC1)[Sn](CCCC)(CCCC)CCCC (3 -Carboethoxyphenyltributyl-stannane), [Li+].[Cl-] (LiCl), C(=O)(OCC)C=1C=C(C=CC1)[Sn](CCCC)(CCCC)CCCC (3 -Carboethoxyphenyltributyl-stannane), [F-].[K+] (KF), FC(S(=O)(=O)OC1=C(C=O)C=CC=C1OC)(F)F (2-trifluoromethylsulphonyloxy-3methoxybenzaldehyde). Reagents/catalysts: Cl[Pd]([P](C1=CC=CC=C1)(C2=CC=CC=C2)C3=CC=CC=C3)([P](C4=CC=CC=C4)(C5=CC=CC=C5)C6=CC=CC=C6)Cl (bis(triphenylphospine)palladium dichloride), Cl[Pd]([P](C1=CC=CC=C1)(C2=CC=CC=C2)C3=CC=CC=C3)([P](C4=CC=CC=C4)(C5=CC=CC=C5)C6=CC=CC=C6)Cl (Bis(triphenylphosphine)palladium dichloride). The solvent is CCOCC (ether), CN(C)C=O (DMF), C(Cl)Cl.CCCCCC (methylene chloride hexane). Conditions: temperature 150 celsius, time 45 minute. Yields the product COC1=C(C(=CC=C1)C=O)C1=CC(=CC=C1)C(=O)OCC (2-methoxy-3'-carboethoxy-[1,1'-biphenyl]-6-carboxaldehyde). Isolated yield 94.1%. As a reaction SMILES: [C:1]([C:6]1[CH:7]=[C:8]([Sn](CCCC)(CCCC)CCCC)[CH:9]=[CH:10][CH:11]=1)([O:3][CH2:4][CH3:5])=[O:2].FC(F)(F)S(O[C:31]1[C:38]([O:39][CH3:40])=[CH:37][CH:36]=[CH:35][C:32]=1[CH:33]=[O:34])(=O)=O.[Li+].[Cl-].[F-].[K+]>CN(C=O)C.Cl[Pd](Cl)([P](C1C=CC=CC=1)(C1C=CC=CC=1)C1C=CC=CC=1)[P](C1C=CC=CC=1)(C1C=CC=CC=1)C1C=CC=CC=1.C(Cl)Cl.CCCCCC.CCOCC>[CH3:40][O:39][C:38]1[CH:37]=[CH:36][CH:35]=[C:32]([CH:33]=[O:34])[C:31]=1[C:8]1[CH:9]=[CH:10][CH:11]=[C:6]([C:1]([O:3][CH2:4][CH3:5])=[O:2])[CH:7]=1 |f:2.3,4.5,8.9,^1:54,73|. Procedure details: Stannane 3a (4.25 g., 9.68 mmol, 1.5 equiv.) and triflate 2 (1.80 g., 6.44 mmol, 1 equiv.) are suspended in 17 mL of DMF. Bis(triphenylphosphine)palladium dichloride (0.68 g., 0.969 mmol, 0.15 equiv.) and LiCl (0.82 g., 19.3 mmol, 3 equiv.) are added and the mixture is heated to 150° C. After 45 min., more bis(triphenylphospine)palladium dichloride (0.2 g., 0.285 mmol, 0.04 equiv.), more LiCl (0.4 g., 9.42 mmol, 1.46 equiv.), and more stannane 3a (0.8 g., 1.82 mmol, 0.28 equiv.) is added, and he... Reactants: COCC(CC(=O)C(=O)OCc1ccc([N+](=O)[O-])cc1)C(=O)[O-], ClCCCl, O=S(Cl)Cl. Product: COCC1CC(Cl)(C(=O)OCc2ccc([N+](=O)[O-])cc2)OC1=O. As a reaction SMILES: [CH3:1][O:2][CH2:3][CH:4]([CH2:5][C:6]([C:7](=[O:8])[O:9][CH2:10][c:11]1[cH:12][cH:13][c:14]([N+:17](=[O:18])[O-:19])[cH:15][cH:16]1)=[O:20])[C:21](=[O:22])[O-:23].[Cl:28][CH2:29][CH2:30][Cl:31].[S:24]([Cl:25])([Cl:26])=[O:27]>>[CH3:1][O:2][CH2:3][CH:4]1[CH2:5][C:6]([C:7](=[O:8])[O:9][CH2:10][c:11]2[cH:12][cH:13][c:14]([N+:17](=[O:18])[O-:19])[cH:15][cH:16]2)([Cl:26])[O:23][C:21]1=[O:22]. Starting materials: C(C)(=O)C=1C(=C(C=CC1)N(S(=O)(=O)C1=C(C=CC(=C1)F)F)COC)F (N-(3-acetyl-2-fluorophenyl)-2,5-difluoro-N-(methoxymethyl)benzenesulfonamide), pyridinium bromide perbromide. Solvent: C1CCOC1 (THF). Run at temperature 80 celsius. Product: BrCC(=O)C=1C(=C(C=CC1)N(S(=O)(=O)C1=C(C=CC(=C1)F)F)COC)F (N-[3-(bromoacetyl)-2-fluorophenyl]-2,5-difluoro-N-(methoxymethyl)benzenesulfonamide). As a reaction SMILES: [C:1]([C:4]1[C:5]([F:25])=[C:6]([N:10]([CH2:22][O:23][CH3:24])[S:11]([C:14]2[CH:19]=[C:18]([F:20])[CH:17]=[CH:16][C:15]=2[F:21])(=[O:13])=[O:12])[CH:7]=[CH:8][CH:9]=1)(=[O:3])[CH3:2].C1C=C[NH+]=CC=1.[Br:32][Br-]Br>C1COCC1>[Br:32][CH2:2][C:1]([C:4]1[C:5]([F:25])=[C:6]([N:10]([CH2:22][O:23][CH3:24])[S:11]([C:14]2[CH:19]=[C:18]([F:20])[CH:17]=[CH:16][C:15]=2[F:21])(=[O:13])=[O:12])[CH:7]=[CH:8][CH:9]=1)=[O:3] |f:1.2|. Procedure: 100 mg (0.27 mmol) of N-(3-acetyl-2-fluorophenyl)-2,5-difluoro-N-(methoxymethyl)benzenesulfonamide were dissolved in 10 mL of dry THF and 100 mg (0.3 mmol) of pyridinium bromide perbromide were added. The resulting solution was heated in a microwave apparatus at 80° C. for 15 min. The solvent was then evaporated, the residue taken up with DCM and washed with 0.5 N HCl. The organic layer was then dried over Na2SO4 and evaporated to give the title compound as an oil. The reactants are FC1=CC=C(C=C1)C(CN1C=NC=C1)OC=1C=CC(=C(C(=O)O)C1)CCC1=CC=C(C=C1)F (5-(1-(4-fluorophenyl)-2-(imidazol-1-yl)ethoxy)-2-(4-fluorophenethyl)benzoic acid), C(C)(C)(C)OC([C@@H](N)CCSC)=O (L-methionine tert-butyl ester). Yields the product FC1=CC=C(C=C1)C(CN1C=NC=C1)OC=1C=CC(=C(C(=O)N[C@H](C(=O)OC(C)(C)C)CCSC)C1)CCC1=CC=C(C=C1)F (tert-Butyl (2S)-2-{5-[1-(4-fluorophenyl)-2-(imidazol-1-yl)ethoxy]-2-(4-fluorophenethyl)benzoylamino}-4-methylsulfanylbutyrate). The yield is 80.0%. RXN SMILES: [F:1][C:2]1[CH:7]=[CH:6][C:5]([CH:8]([O:15][C:16]2[CH:17]=[CH:18][C:19]([CH2:25][CH2:26][C:27]3[CH:32]=[CH:31][C:30]([F:33])=[CH:29][CH:28]=3)=[C:20]([CH:24]=2)[C:21](O)=[O:22])[CH2:9][N:10]2[CH:14]=[CH:13][N:12]=[CH:11]2)=[CH:4][CH:3]=1.[C:34]([O:38][C:39](=[O:46])[C@H:40]([CH2:42][CH2:43][S:44][CH3:45])[NH2:41])([CH3:37])([CH3:36])[CH3:35]>>[F:1][C:2]1[CH:3]=[CH:4][C:5]([CH:8]([O:15][C:16]2[CH:17]=[CH:18][C:19]([CH2:25][CH2:26][C:27]3[CH:32]=[CH:31][C:30]([F:33])=[CH:29][CH:28]=3)=[C:20]([CH:24]=2)[C:21]([NH:41][C@@H:40]([CH2:42][CH2:43][S:44][CH3:45])[C:39]([O:38][C:34]([CH3:35])([CH3:36])[CH3:37])=[O:46])=[O:22])[CH2:9][N:10]2[CH:14]=[CH:13][N:12]=[CH:11]2)=[CH:6][CH:7]=1. Reported procedure: The title compound was prepared in 80% yield from 5-(1-(4-fluorophenyl)-2-(imidazol-1-yl)ethoxy)-2-(4-fluorophenethyl)benzoic acid and L-methionine tert-butyl ester by a similar method to that used for Example 34. 1H NMR (DMSO-d6, 300 MHz) δ: 1.38 (9H,s); 1.88-2.0 (2H,m); 2.02 (3H,d); 2.62-2.75 (2H,m); 2.75-2.9 (2H,m); 4.32-4.42 (1H, m); 4.68 (2H,d); 5.83 (1H,m); 6.79-6.83 (2H,md); 6.95-7.1 (3H,m); 7.1-7.28 (4H,m); 7.45-7.52 (2H,dd); 7.61 (1H,s); 7.68 (1H,s); 8.62 (1H,t); 9.08 (1H,s). MS (ES+) m... The reactants are CCCCCCCCC=CCCCCCCCCCCCCC (9-tricosene), ( a ), ( b ), CC=CCCCCCCCCCCC (2-tetradecene), CC=CCCCCCCCCCCCCC (2-hexadecene), C=CCCCCCCCCCCCCC (1-pentadecene), C=CCCCCCCCC (1-decene), CCCCCCCCC=CCCCCCCCC (9-octadecene). Product: CCCCCCCCC=CCCCCCCCCCCC (9-heneicosene). As a reaction SMILES: C=CCCCCCCCC.CCCCCCCCC=CCCCCCCCC.CC=CCCCCCCCCCCC.CC=CCCCCCCCCCCCCC.C=CCCCCCCCCCCCCC.[CH3:74][CH2:75][CH2:76][CH2:77][CH2:78][CH2:79][CH2:80][CH2:81][CH:82]=[CH:83][CH2:84][CH2:85][CH2:86][CH2:87][CH2:88][CH2:89][CH2:90][CH2:91][CH2:92][CH2:93][CH2:94]CC>>[CH3:74][CH2:75][CH2:76][CH2:77][CH2:78][CH2:79][CH2:80][CH2:81][CH:82]=[CH:83][CH2:84][CH2:85][CH2:86][CH2:87][CH2:88][CH2:89][CH2:90][CH2:91][CH2:92][CH2:93][CH3:94]. Procedure details: A process according to claim 1, wherein (a) is 1-decene or 9-octadecene and (b) is a mixture of 2-tetradecene with 2-hexadecene or 1-pentadecene, whereby a mixture of 9-tricosene and 9-heneicosene is formed. The reactants are C(C)(C)(C)OC(=O)N1CCC(CC1)C=1SC(=C(N1)C=O)C (4-(4-formyl-5-methyl-thiazol-2-yl)-piperidine-1-carboxylic acid tert-butyl ester), C[Mg]I (MeMgI). Solvent: C1CCOC1 (THF), CCOCC (Et2O). Run at time 1 hour. The product is C(C)(C)(C)OC(=O)N1CCC(CC1)C=1SC(=C(N1)C(C)O)C (4-[4-(1-Hydroxy-ethyl)-5-methyl-thiazol-2-yl]-piperidine-1-carboxylic acid tert-butyl ester). As a reaction SMILES: [C:1]([O:5][C:6]([N:8]1[CH2:13][CH2:12][CH:11]([C:14]2[S:15][C:16]([CH3:21])=[C:17]([CH:19]=[O:20])[N:18]=2)[CH2:10][CH2:9]1)=[O:7])([CH3:4])([CH3:3])[CH3:2].[CH3:22][Mg]I>C1COCC1.CCOCC>[C:1]([O:5][C:6]([N:8]1[CH2:9][CH2:10][CH:11]([C:14]2[S:15][C:16]([CH3:21])=[C:17]([CH:19]([OH:20])[CH3:22])[N:18]=2)[CH2:12][CH2:13]1)=[O:7])([CH3:4])([CH3:3])[CH3:2]. Reported procedure: To a solution of 4-(4-formyl-5-methyl-thiazol-2-yl)-piperidine-1-carboxylic acid tert-butyl ester (0.31 g, 1 mmol) in THF (10 mL) was added MeMgI (1 mL, 3 mmol) in Et2O at room temperature. The resulting mixture was stirred at room temperature for 1 hour. The reaction was quenched with saturated aqueous NH4Cl and extracted with EtOAc. The organic layer was washed with H2O and brine. After drying over Na2SO4, the solvent was removed. The residue was purified by flash chromatography on silica gel ... The reactants are COC(=O)C1=C(C=2N(C=C1)C=NC2)Cl (8-chloro-imidazo[1,5-a]pyridine-7-carboxylic acid methyl ester), C1(CC1)C1=CC(=C(N)C=C1)F (4-cyclopropyl-2-fluoroaniline), C1(CCCCC1)P(C1=C(C=CC=C1)C1=C(C=CC=C1OC(C)C)OC(C)C)C1CCCCC1 (2-dicyclohexylphosphino-2′,6′-diisopropoxybiphenyl), [O-]P(=O)([O-])[O-].[K+].[K+].[K+] (K3PO4). Reagents/catalysts: C=1C=CC(=CC1)/C=C/C(=O)/C=C/C2=CC=CC=C2.C=1C=CC(=CC1)/C=C/C(=O)/C=C/C2=CC=CC=C2.C=1C=CC(=CC1)/C=C/C(=O)/C=C/C2=CC=CC=C2.[Pd].[Pd] (Pd2dba3). Run in C1(=CC=CC=C1)C (toluene). Conditions: temperature 100 celsius. The product is COC(=O)C1=C(C=2N(C=C1)C=NC2)NC2=C(C=C(C=C2)C2CC2)F (8-(4-Cyclopropyl-2-fluoro-phenylamino)-imidazo[1,5-a]pyridine-7-carboxylic acid methyl ester). The yield is 41.8%. RXN SMILES: [CH3:1][O:2][C:3]([C:5]1[CH:10]=[CH:9][N:8]2[CH:11]=[N:12][CH:13]=[C:7]2[C:6]=1Cl)=[O:4].[CH:15]1([C:18]2[CH:24]=[CH:23][C:21]([NH2:22])=[C:20]([F:25])[CH:19]=2)[CH2:17][CH2:16]1.C1(P(C2CCCCC2)C2C=CC=CC=2C2C(OC(C)C)=CC=CC=2OC(C)C)CCCCC1.[O-]P([O-])([O-])=O.[K+].[K+].[K+]>C1(C)C=CC=CC=1.C1C=CC(/C=C/C(/C=C/C2C=CC=CC=2)=O)=CC=1.C1C=CC(/C=C/C(/C=C/C2C=CC=CC=2)=O)=CC=1.C1C=CC(/C=C/C(/C=C/C2C=CC=CC=2)=O)=CC=1.[Pd].[Pd]>[CH3:1][O:2][C:3]([C:5]1[CH:10]=[CH:9][N:8]2[CH:11]=[N:12][CH:13]=[C:7]2[C:6]=1[NH:22][C:21]1[CH:23]=[CH:24][C:18]([CH:15]2[CH2:16][CH2:17]2)=[CH:19][C:20]=1[F:25])=[O:4] |f:3.4.5.6,8.9.10.11.12|. Reported procedure: A suspension of 8-chloro-imidazo[1,5-a]pyridine-7-carboxylic acid methyl ester (105 mg, 0.50 mmol), 4-cyclopropyl-2-fluoroaniline (101 mg, 0.60 mmol), Pd2dba3 (18 mg, 0.02 mmol), 2-dicyclohexylphosphino-2′,6′-diisopropoxybiphenyl (37 mg, 0.08 mmol) and K3PO4 (148 mg, 0.70 mmol) in toluene (2 mL) was degassed and then heated to 100° C. for 24 hours. The reaction mixture was then cooled to room temperature and diluted with ethyl acetate. The resultant solution was washed with water and brine, then...